Dataset: the Open Reaction Database (ORD), a public repository of structured organic reaction records. Task: describe an organic reaction: reactants, conditions, products, and yield Starting materials: CI, CCOC(C)=O, COC(=O)C1=CC=C2N=NN=C2C1, [H-], [Na+], CN(C)C=O. The product is COC(=O)C1=CC=C2N=NN=C2C1C. RXN SMILES: [CH3:16][I:17].[CH3:18][CH2:19][O:20][C:21]([CH3:22])=[O:23].[CH3:1][O:2][C:3](=[O:4])[C:5]1=[CH:13][CH:12]=[C:8]2[C:7](=[N:11][N:10]=[N:9]2)[CH2:6]1.[H-:15].[Na+:14].[O:24]=[CH:25][N:26]([CH3:27])[CH3:28]>>[CH3:1][O:2][C:3](=[O:4])[C:5]1=[CH:13][CH:12]=[C:8]2[C:7](=[N:11][N:10]=[N:9]2)[CH:6]1[CH3:18]. Starting materials: C(CCC)[SnH](CCCC)CCCC (tri-n-butyltin hydride), C(CCC)[SnH](CCCC)CCCC (tri-n-butyltin hydride), OC1=CC=CC=2NN=NC21 (hydroxybenzotriazole), C(C=C)OC(=O)NC1CC(OC1OCC1=CC=CC=C1)=O (N-allyloxycarbonyl-4-amino-5-benzyloxy-2-oxotetrahydrofuran), C(C)(C)(C)OC(=O)N[C@@H](C(C)C)C(=O)N[C@@H](C)C(=O)O (tert-butoxycarbonyl-valinyl-alanine), C(C)N=C=NCCCN(C)C (ethyl dimethylaminopropyl carbodiimide). Reagents/catalysts: Cl[Pd]([P](C1=CC=CC=C1)(C2=CC=CC=C2)C3=CC=CC=C3)([P](C4=CC=CC=C4)(C5=CC=CC=C5)C6=CC=CC=C6)Cl ((PPh3)2PdCl2). The solvent is C(C)(=O)OCC (ethyl acetate), CN(C=O)C (Dimethylformamide), ClCCl (dichloromethane). Conditions: temperature 0 celsius, time 16 hour. Yields the product C1(=CC=CC=C1)CCC(=O)N[C@@H](C(C)C)C(=O)N[C@@H](C)C(=O)NC(CC(=O)O)C=O (N-(3-phenylpropionyl-valinyl-alaninyl)-3-amino-4-oxobutanoic acid). The yield is 100.6%. Reaction SMILES: C(OC([NH:7][CH:8]1[CH:12]([O:13]CC2C=CC=CC=2)[O:11][C:10](=[O:21])[CH2:9]1)=O)C=C.C(O[C:27]([NH:29][C@H:30]([C:34]([NH:36][C@H:37]([C:39]([OH:41])=O)[CH3:38])=[O:35])[CH:31]([CH3:33])[CH3:32])=[O:28])(C)(C)C.[CH2:42]([SnH](CCCC)CCCC)[CH2:43]CC.O[C:56]1[C:64]2N=NN[C:60]=2[CH:59]=[CH:58][CH:57]=1.C(N=C=NCCCN(C)C)C>ClCCl.C(OCC)(=O)C.Cl[Pd](Cl)([P](C1C=CC=CC=1)(C1C=CC=CC=1)C1C=CC=CC=1)[P](C1C=CC=CC=1)(C1C=CC=CC=1)C1C=CC=CC=1.CN(C)C=O>[C:56]1([CH2:42][CH2:43][C:27]([NH:29][C@H:30]([C:34]([NH:36][C@H:37]([C:39]([NH:7][CH:8]([CH:12]=[O:13])[CH2:9][C:10]([OH:21])=[O:11])=[O:41])[CH3:38])=[O:35])[CH:31]([CH3:32])[CH3:33])=[O:28])[CH:64]=[CH:60][CH:59]=[CH:58][CH:57]=1 |^1:87,106|. Procedure details: To a solution of N-allyloxycarbonyl-4-amino-5-benzyloxy-2-oxotetrahydrofuran (407.6 mg, 1.399 mmol) and tert-butoxycarbonyl-valinyl-alanine (807 mg, 2.8 mmol) in 10 mL of dichloromethane was added ~20 mg of (PPh3)2PdCl2 followed by tri-n-butyltin hydride (415 μL, 1.54 mmol) dropwise over two minutes. An additional 100 μl of tri-n-butyltin hydride was added dropwise until the color of the reaction mixture had turned dark orange. Dimethylformamide (5 mL0 was added followed by hydroxybenzotriazole ...